This data is from the Open Reaction Database (ORD), a public repository of structured organic reaction records. The task is: describe an organic reaction: reactants, conditions, products, and yield Isolated yield 75.0%. Yields the product C(C)OC1=CC=C(OCCCN2CCC(CC2)C(O)(C2=CC=C(C=C2)F)C2=CC=C(C=C2)F)C=C1 (1-[3-(4-Ethoxyphenoxy)propyl]-α,α-bis(4-fluorophenyl)-4-piperidinemethanol). Reaction SMILES: [C:1](O)(=O)[C:2](O)=[O:3].C1(C(C2C=CC=CC=2)=C2CCN([CH2:20][CH2:21][CH2:22][O:23][C:24]3[CH:29]=[CH:28][CH:27]=[CH:26][CH:25]=3)CC2)C=CC=CC=1.[F:36][C:37]1[CH:42]=[CH:41][C:40]([C:43]([C:51]2[CH:56]=[CH:55][C:54]([F:57])=[CH:53][CH:52]=2)([CH:45]2[CH2:50][CH2:49][NH:48][CH2:47][CH2:46]2)[OH:44])=[CH:39][CH:38]=1.ClCCCOC1C=CC=CC=1OCC.C(=O)([O-])[O-].[Na+].[Na+].[I-].[K+]>C(O)CCC>[CH2:2]([O:3][C:27]1[CH:26]=[CH:25][C:24]([O:23][CH2:22][CH2:21][CH2:20][N:48]2[CH2:47][CH2:46][CH:45]([C:43]([C:51]3[CH:52]=[CH:53][C:54]([F:57])=[CH:55][CH:56]=3)([C:40]3[CH:41]=[CH:42][C:37]([F:36])=[CH:38][CH:39]=3)[OH:44])[CH2:50][CH2:49]2)=[CH:29][CH:28]=1)[CH3:1] |f:0.1,4.5.6,7.8|. Reactants: C(C(=O)O)(=O)O.C1(=CC=CC=C1)C(=C1CCN(CC1)CCCOC1=CC=CC=C1)C1=CC=CC=C1 (4-(Diphenylmethylene)-1-(3-phenoxypropyl)piperidine oxalate), FC1=CC=C(C=C1)C(O)(C1CCNCC1)C1=CC=C(C=C1)F ([α,α-bis(4-fluorophenyl)]-4-piperidinemethanol), ClCCCOC1=C(C=CC=C1)OCC (1-chloro-3-(2-ethoxyphenoxy)propane), C([O-])([O-])=O.[Na+].[Na+] (sodium carbonate), [I-].[K+] (potassium iodide). Procedure details: This compound was prepared according to the procedure used to synthesize the compound of Example 1. A mixture of 3.0 g (0.01 mole) of [α,α-bis(4-fluorophenyl)]-4-piperidinemethanol, 2.1 g (0.01 mole) of 1-chloro-3-(2-ethoxyphenoxy)propane, 3.7 g (0.035 mole) of anhydrous sodium carbonate and 0.4 g of potassium iodide in 100 ml of 1-butanol gave 3.6 g (75%) of the title compound as an off-white solid, mp 89°-91° C. (petroleum ether, 60°-110° C.). Analysis: Calculated for C29H33F2NO3 : C, 72.33; H... Run in petroleum ether, C(CCC)O (1-butanol).